From a dataset of the Open Reaction Database (ORD), a public repository of structured organic reaction records. describe an organic reaction: reactants, conditions, products, and yield Starting materials: CC(C)C[AlH]CC(C)C (DIBALH), CON(C(=O)C=1C(=NSC1C1=CC=CC=C1)C1=CC=C(C=C1)Cl)C (3-(4-Chloro-phenyl)-5-phenyl-isothiazole-4-carboxylic acid methoxy-methyl-amide), CC(C)O.C(=O)=O (iPrOH CO2). Solvent: C1CCOC1 (THF). Run at temperature -78 celsius, time 30 minute. Product: ClC1=CC=C(C=C1)C1=NSC(=C1C=O)C1=CC=CC=C1 (3-(4-Chloro-phenyl)-5-phenyl-isothiazole-4-carbaldehyde). The yield is 95.4%. As a reaction SMILES: CON(C)[C:4]([C:6]1[C:7]([C:17]2[CH:22]=[CH:21][C:20]([Cl:23])=[CH:19][CH:18]=2)=[N:8][S:9][C:10]=1[C:11]1[CH:16]=[CH:15][CH:14]=[CH:13][CH:12]=1)=[O:5].CC(C[AlH]CC(C)C)C.CC(O)C.C(=O)=O>C1COCC1>[Cl:23][C:20]1[CH:19]=[CH:18][C:17]([C:7]2[C:6]([CH:4]=[O:5])=[C:10]([C:11]3[CH:12]=[CH:13][CH:14]=[CH:15][CH:16]=3)[S:9][N:8]=2)=[CH:22][CH:21]=1 |f:2.3|. Procedure details: A solution of 14 (359 mg) in 4 ml of THF is cooled to −78° C. under N2 and to this is added 1.5 ml of DIBALH (1M in hexane). After stirring for 30 min at −78° C., only starting material is observed. The iPrOH/CO2 bath is replaced for an ice bath and stirring is continued at 0° C. for 2 h. TLC shows complete conversion. The mixture is re-cooled to −78° C. and the reaction mixture is quenched with 1N HCl (5 ml). The cooling bath is removed and the reaction mixture is diluted with 1N HCl (50 ml) an... Starting materials: COC=1C=C(C=CC1OC)CCNCC(COC=1N=NC(=CC1)NNC(C1=CC=CC=C1)(C1=CC=CC=C1)C1=CC=CC=C1)O (3-[3-[[2-(3.4-dimethoxyphenyl)ethyl]amino]-2-hydroxypropoxy]-6-(2-triphenylmethylhydrazino)pyridazine), Cl (hydrochloric acid). Solvent: CO (methanol), CC(=O)C (acetone). Yields the product Cl.Cl.COC=1C=C(C=CC1OC)CCNCC(COC=1N=NC(=CC1)NN=C(C)C)O ((RS)-3-[3-[[2-(3,4-Dimethoxyphenyl)ethyl]amino]-2-hydroxypropoxy]-6-isopropylidenehydrazinopyridazine dihydrochloride). RXN SMILES: [CH3:1][O:2][C:3]1[CH:4]=[C:5]([CH2:11][CH2:12][NH:13][CH2:14][CH:15]([OH:45])[CH2:16][O:17][C:18]2[N:19]=[N:20][C:21]([NH:24][NH:25][C:26](C3C=CC=CC=3)([C:33]3C=CC=CC=3)[C:27]3C=CC=CC=3)=[CH:22][CH:23]=2)[CH:6]=[CH:7][C:8]=1[O:9][CH3:10].[ClH:46]>CO.CC(C)=O>[ClH:46].[ClH:46].[CH3:1][O:2][C:3]1[CH:4]=[C:5]([CH2:11][CH2:12][NH:13][CH2:14][CH:15]([OH:45])[CH2:16][O:17][C:18]2[N:19]=[N:20][C:21]([NH:24][N:25]=[C:26]([CH3:27])[CH3:33])=[CH:22][CH:23]=2)[CH:6]=[CH:7][C:8]=1[O:9][CH3:10] |f:4.5.6|. Reported procedure: A solution of 3-[3-[[2-(3.4-dimethoxyphenyl)ethyl]amino]-2-hydroxypropoxy]-6-(2-triphenylmethylhydrazino)pyridazine (330 g) and 37% hydrochloric acid (0.12 liter) in methanol (0.5 liter) and acetone (0.5 liter) was heated at reflux for 3 hours, then the solvent was evaporated under vacuum. The residue was diluted with n-butanol (100 ml). evaporated to dryness and triturated with acetone (1 liter) to afford 235 g of crude product which was dissolved in hot methanol (0.65 liter). The solution was ... Reactants: C(C1=CC=CC=C1)N(C1(COCC1)CNC1=CC(=NC2=CC=C(C=C12)C)N1CCS(C2=C(C1)C=CC=C2)(=O)=O)CC2=CC=CC=C2 (N-{[3-(Dibenzylamino)tetrahydrofuran-3-yl]methyl}-2-(1,1-dioxido-2,3-dihydro-1,4-benzothiazepin-4(5H)-yl)-6-methylquinolin-4-amine), NCC1(COC1)N (3-(aminomethyl)oxetan-3-amine). The product is NC1(COC1)CNC1=CC(=NC2=CC=CC=C12)N1CCS(C2=C(C1)C=CC=C2)(=O)=O (N-[(3-Aminooxetan-3-yl)methyl]-2-(1,1-dioxido-2,3-dihydro-1,4-benzothiazepin-4(5H)-yl)quinolin-4-amine). RXN SMILES: C([N:8](CC1C=CC=CC=1)[C:9]1([CH2:14][NH:15][C:16]2[C:25]3[C:20](=[CH:21][CH:22]=[C:23](C)[CH:24]=3)[N:19]=[C:18]([N:27]3[CH2:33][C:32]4[CH:34]=[CH:35][CH:36]=[CH:37][C:31]=4[S:30](=[O:39])(=[O:38])[CH2:29][CH2:28]3)[CH:17]=2)[CH2:13]C[O:11][CH2:10]1)C1C=CC=CC=1.NCC1(N)COC1>>[NH2:8][C:9]1([CH2:14][NH:15][C:16]2[C:25]3[C:20](=[CH:21][CH:22]=[CH:23][CH:24]=3)[N:19]=[C:18]([N:27]3[CH2:33][C:32]4[CH:34]=[CH:35][CH:36]=[CH:37][C:31]=4[S:30](=[O:38])(=[O:39])[CH2:29][CH2:28]3)[CH:17]=2)[CH2:13][O:11][CH2:10]1. Procedure details: The title compound was prepared in analogy to Example 3-1 in Scheme 5 by using 4-(4-chloroquinolin-2-yl)-2,3,4,5-tetrahydro-1,4-benzothiazepine 1,1-dioxide (prepared in analogy to 4-(4-chloro-6-methylquinolin-2-yl)-2,3,4,5-tetrahydro-1,4-benzothiazepine 1,1-dioxide in Example 2-1 by using 2,4-dichloroquinoline and 2,3,4,5-tetrahydro-1,4-benzothiazepine) and 3-(aminomethyl)oxetan-3-amine. MS obsd. (ESI+) [(M+H)+] 425, 1H NMR (400 MHz, CD3OD) δ ppm 7.96 (d, J=1.8 Hz, 1 H), 7.89 (m, J=5.5 Hz, 2 H),... Reactants: C(C(C(F)(F)F)OP(OC(C(F)(F)F)C(F)(F)F)OC(C(F)(F)F)C(F)(F)F)(F)(F)F, n1c(nc2c(c1c1cnc(nc1)N)CCN2C1CC(C1)(F)F)N1CCOC[C@@H]1CO. The reagents and catalysts are c1ccc(cc1)-c2c3ccccc3cc4ccccc24 (9-Phenylanthracene). Solvent: C1CCOC1 (THF). Conditions: temperature 25 celsius, time 18 hour. Yields the product Nc1ncc(cn1)c2nc(nc3N(CCc23)C4CC(F)(F)C4)N5CCOC[C@@H]5CF. Reaction SMILES: [NH2:1][c:2]1[n:7][cH:6][c:5]([c:8]2[c:16]([c:12]3[n:11][c:10]([N:23]4[C@@H:28]([CH2:29]O)[CH2:27][O:26][CH2:25][CH2:24]4)[n:9]2)[CH2:15][CH2:14][N:13]3[CH:17]5[CH2:22][C:19]([F:21])([F:20])[CH2:18]5)[cH:4][n:3]1.[F:30]C(C(C(F)(F)F)OP(OC(C(F)(F)F)C(F)(F)F)OC(C(F)(F)F)C(F)(F)F)(F)F>>[NH2:1][c:2]1[n:7][cH:6][c:5]([c:8]2[c:16]([c:12]3[n:11][c:10]([N:23]4[C@@H:28]([CH2:29][F:30])[CH2:27][O:26][CH2:25][CH2:24]4)[n:9]2)[CH2:15][CH2:14][N:13]3[CH:17]5[CH2:22][C:19]([F:21])([F:20])[CH2:18]5)[cH:4][n:3]1. Starting materials: C[P+](C)(C)CC#N, CCC#N, CS(C)=O, CCN(C(C)C)C(C)C, Fc1ccc(N2CCNCC2)c(F)c1, [I-], O=C1Nc2cc(CO)cnc2N2CCCC12. Product: O=C1Nc2cc(CN3CCN(c4ccc(F)cc4F)CC3)cnc2N2CCCC12. As a reaction SMILES: [C:32]([CH2:33][P+:34]([CH3:35])([CH3:36])[CH3:37])#[N:38].[C:48](#[N:49])[CH2:50][CH3:51].[CH3:52][S:53]([CH3:54])=[O:55].[CH:39]([N:40]([CH2:41][CH3:42])[CH:43]([CH3:44])[CH3:45])([CH3:46])[CH3:47].[F:17][c:18]1[c:19]([N:25]2[CH2:26][CH2:27][NH:28][CH2:29][CH2:30]2)[cH:20][cH:21][c:22]([F:24])[cH:23]1.[I-:31].[OH:1][CH2:2][c:3]1[cH:4][c:5]2[c:10]([n:11][cH:12]1)[N:9]1[CH:8]([C:7](=[O:16])[NH:6]2)[CH2:15][CH2:14][CH2:13]1>>[CH2:2]([c:3]1[cH:4][c:5]2[c:10]([n:11][cH:12]1)[N:9]1[CH:8]([C:7](=[O:16])[NH:6]2)[CH2:15][CH2:14][CH2:13]1)[N:28]1[CH2:27][CH2:26][N:25]([c:19]2[c:18]([F:17])[cH:23][c:22]([F:24])[cH:21][cH:20]2)[CH2:30][CH2:29]1. Reactants: ClC1=C(C(=O)Cl)C=CC(=C1)F (2-chloro-4-fluorobenzoyl chloride), N1N=C(C=C1)C1=CC=C(C=C1)C(=O)N1CC=2N(CC3=C1C=CC=C3)C=CC2 ([4-(1H-pyrazol-3-yl)-phenyl]-(5H,11H-pyrrolo[2,1-c][1,4]benzodiazepin-10-yl)-methanone), C(C)(C)NC(C)C (diisopropylamine). Run in ClCCl (dichloromethane). Run at time 8 hour. The product is ClC1=C(C(=O)N2N=C(C=C2)C2=CC=C(C=C2)C(=O)N2CC=3N(CC4=C2C=CC=C4)C=CC3)C=CC(=C1)F ({4-[1-(2-Chloro-4-fluoro-benzoyl)-1H-pyrazol-3-yl]-phenyl}-(5H,11H-pyrrolo[2,1-c][1,4]benzodiazepin-10-yl}methanone). The yield is 73.5%. Reaction SMILES: [Cl:1][C:2]1[CH:10]=[C:9]([F:11])[CH:8]=[CH:7][C:3]=1[C:4](Cl)=[O:5].[NH:12]1[CH:16]=[CH:15][C:14]([C:17]2[CH:22]=[CH:21][C:20]([C:23]([N:25]3[C:31]4[CH:32]=[CH:33][CH:34]=[CH:35][C:30]=4[CH2:29][N:28]4[CH:36]=[CH:37][CH:38]=[C:27]4[CH2:26]3)=[O:24])=[CH:19][CH:18]=2)=[N:13]1.C(NC(C)C)(C)C>ClCCl>[Cl:1][C:2]1[CH:10]=[C:9]([F:11])[CH:8]=[CH:7][C:3]=1[C:4]([N:12]1[CH:16]=[CH:15][C:14]([C:17]2[CH:22]=[CH:21][C:20]([C:23]([N:25]3[C:31]4[CH:32]=[CH:33][CH:34]=[CH:35][C:30]=4[CH2:29][N:28]4[CH:36]=[CH:37][CH:38]=[C:27]4[CH2:26]3)=[O:24])=[CH:19][CH:18]=2)=[N:13]1)=[O:5]. Procedure details: Portionwise, 2-chloro-4-fluorobenzoyl chloride (0.82 g) was added to a solution of [4-(1H-pyrazol-3-yl)-phenyl]-(5H,11H-pyrrolo[2,1-c][1,4]benzodiazepin-10-yl)-methanone (1.0 g) and diisopropylamine (0.55g) in dichloromethane (25 ml) which was cooled in an ice bath. The reaction mixture was allowed to stir at room temperature overnight. The reaction mixture was washed with water and saturated sodium bicarbonate and dried over anhydrous sodium sulfate. The dichloromethane solution was passed thro...